From a dataset of the Open Reaction Database (ORD), a public repository of structured organic reaction records. describe an organic reaction: reactants, conditions, products, and yield RXN SMILES: [SH:1][C:2]1[CH:7]=[CH:6][N:5]=[CH:4][CH:3]=1.[H-].[Na+].Cl[C:11]1[CH:16]=[CH:15][C:14]([O:17][CH3:18])=[CH:13][C:12]=1[N+:19]([O-:21])=[O:20]>C(O)C.O1CCOCC1>[CH3:18][O:17][C:14]1[CH:15]=[CH:16][C:11]([S:1][C:2]2[CH:7]=[CH:6][N:5]=[CH:4][CH:3]=2)=[C:12]([N+:19]([O-:21])=[O:20])[CH:13]=1 |f:1.2|. The product is COC1=CC(=C(C=C1)SC1=CC=NC=C1)[N+](=O)[O-] (4-(4-methoxy-2-nitrophenyl)thiopyridine). Reaction conditions: temperature 100 celsius, time 5 minute. The yield is 21.5%. Starting materials: [H-].[Na+] (sodium hydride), SC1=CC=NC=C1 (4-mercaptopyridine), ClC1=C(C=C(C=C1)OC)[N+](=O)[O-] (4-chloro-3-nitroanisole). Solvent: C(C)O (ethanol), O1CCOCC1 (dioxane). Procedure: 1.11 g of 4-mercaptopyridine was dissolved in 5 ml of ethanol, and 52.8 mg of sodium hydride was added little by little. The mixture was stirred for 5 minutes, and then a solution of 1.87 g of 4-chloro-3-nitroanisole in 5 ml of dioxane was added. The mixture was heated under reflux at 100° C. for 15 hours. The solvent was evaporated, and 2N hydrochloric acid was added to the residue. The residue was washed with ether, made alkaline by adding an aqueous solution of sodium hydroxide, and extracted...